This data is from the Open Reaction Database (ORD), a public repository of structured organic reaction records. The task is: describe an organic reaction: reactants, conditions, products, and yield The reactants are O=CCCCCCC(=O)OCC (ethyl 7-oxoheptanoate), C(C)(=O)O[BH-](OC(C)=O)OC(C)=O.[Na+] (sodium triacetoxyborohydride), COC1CC=2C(=NC(=C(N2)C2=CC=C(C=C2)C)C2=CC=C(C=C2)C)NC1 (rac-7-Methoxy-2,3-dip-tolyl-5,6,7,8-tetrahydropyrido[2,3-b]pyrazine), COC1CC=2C(=NC(=C(N2)C2=CC=C(C=C2)C)C2=CC=C(C=C2)C)NC1 (rac-7-Methoxy-2,3-dip-tolyl-5,6,7,8-tetrahydropyrido[2,3-b]pyrazine), CCN(C(C)C)C(C)C (DIPEA), C(C)(=O)O[BH-](OC(C)=O)OC(C)=O.[Na+] (sodium triacetoxyborohydride). The solvent is C(Cl)Cl (DCM), ClCCCl (DCE). Conditions: time 10 minute. Product: COC1CC=2C(=NC(=C(N2)C2=CC=C(C=C2)C)C2=CC=C(C=C2)C)N(C1)CCCCCCC(=O)OCC (rac-Ethyl 7-(7-methoxy-2,3-dip-tolyl-7,8-dihydropyrido[2,3-b]pyrazin-5(6H)-yl)heptanoate). As a reaction SMILES: [CH3:1][O:2][CH:3]1[CH2:26][NH:25][C:6]2=[N:7][C:8]([C:18]3[CH:23]=[CH:22][C:21]([CH3:24])=[CH:20][CH:19]=3)=[C:9]([C:11]3[CH:16]=[CH:15][C:14]([CH3:17])=[CH:13][CH:12]=3)[N:10]=[C:5]2[CH2:4]1.CCN(C(C)C)C(C)C.O=[CH:37][CH2:38][CH2:39][CH2:40][CH2:41][CH2:42][C:43]([O:45][CH2:46][CH3:47])=[O:44].C(O[BH-](OC(=O)C)OC(=O)C)(=O)C.[Na+]>ClCCCl.C(Cl)Cl>[CH3:1][O:2][CH:3]1[CH2:26][N:25]([CH2:37][CH2:38][CH2:39][CH2:40][CH2:41][CH2:42][C:43]([O:45][CH2:46][CH3:47])=[O:44])[C:6]2=[N:7][C:8]([C:18]3[CH:23]=[CH:22][C:21]([CH3:24])=[CH:20][CH:19]=3)=[C:9]([C:11]3[CH:12]=[CH:13][C:14]([CH3:17])=[CH:15][CH:16]=3)[N:10]=[C:5]2[CH2:4]1 |f:3.4|. Procedure details: rac-7-Methoxy-2,3-dip-tolyl-5,6,7,8-tetrahydropyrido[2,3-b]pyrazine (Intermediate K) (80 mg, 0.232 mmol) in dry DCE (4 ml) at RT under nitrogen was treated with DIPEA (0.044 ml, 0.255 mmol) followed by ethyl 7-oxoheptanoate (80 mg, 0.463 mmol). The resulting mixture was stirred at RT for 10 minutes and treated with sodium triacetoxyborohydride (245 mg, 1.158 mmol). The mixture was heated at 60° C. for 16 hours. A further portion of sodium triacetoxyborohydride (245 mg, 1.158 mmol) was added and ...